From a dataset of the Open Reaction Database (ORD), a public repository of structured organic reaction records. describe an organic reaction: reactants, conditions, products, and yield Starting materials: C[N+](C)(C)Cc1ccccc1, CO, [Ca+2], ClCCl, O=I(=O)Cl, O=I(=O)Cl, Nc1ccc(Cl)nc1, O=C([O-])[O-]. Yields the product Nc1ccc(Cl)nc1I. Reaction SMILES: [CH2:22]([N+:23]([CH3:24])([CH3:25])[CH3:26])[c:27]1[cH:28][cH:29][cH:30][cH:31][cH:32]1.[CH3:36][OH:37].[Ca+2:9].[Cl:33][CH2:34][Cl:35].[I:14]([Cl:15])(=[O:16])=[O:17].[I:18]([Cl:19])(=[O:20])=[O:21].[NH2:1][c:2]1[cH:3][cH:4][c:5]([Cl:8])[n:6][cH:7]1.[O-:10][C:11](=[O:12])[O-:13]>>[NH2:1][c:2]1[cH:3][cH:4][c:5]([Cl:8])[n:6][c:7]1[I:14]. Starting materials: C1(=CC=CC=C1)C1=NOC2=C1C=CC1=C2CC(O1)CO (7,8-dihydro-3-phenylfuro[2,3-g]-1,2-benzisoxazole-7-methanol), O (water), S(O)(O)(=O)=O (sulfuric acid). Reagents/catalysts: [O-2].[Cr+6].[O-2].[O-2] (chromium (VI) oxide). Run in CC(=O)C (acetone). Reaction conditions: time 8 hour. Yields the product C1(=CC=CC=C1)C1=NOC2=C1C=CC1=C2CC(O1)C(=O)O (7,8-dihydro-3-phenylfuro[2,3-g]-1,2-benzisoxazole-7-carboxlic acid). Yield: 43.2%. RXN SMILES: [C:1]1([C:7]2[C:11]3[CH:12]=[CH:13][C:14]4[O:18][CH:17]([CH2:19][OH:20])[CH2:16][C:15]=4[C:10]=3[O:9][N:8]=2)[CH:6]=[CH:5][CH:4]=[CH:3][CH:2]=1.O.S(=O)(=O)(O)[OH:23]>CC(C)=O.[O-2].[Cr+6].[O-2].[O-2]>[C:1]1([C:7]2[C:11]3[CH:12]=[CH:13][C:14]4[O:18][CH:17]([C:19]([OH:23])=[O:20])[CH2:16][C:15]=4[C:10]=3[O:9][N:8]=2)[CH:2]=[CH:3][CH:4]=[CH:5][CH:6]=1 |f:4.5.6.7|. Procedure details: A portion (5.5 g) of the 7,8-dihydro-3-phenylfuro[2,3-g]-1,2-benzisoxazole-7-methanol prepared in Example 1 was dissolved in 200 ml of acetone. To the stirred solution, a mixture of chromium (VI) oxide (10 g), water (20 ml) and concentrated sulfuric acid (16 g) was added dropwise over time, and the solution was left to stand overnight. The insolubles were filtered off by suction. After distilling off the acetone, water was added to the residue and the mixture was subjected to extraction with eth... Starting materials: ClC1=C(C=CC=C1)C1=C2C=CC(N(C2=CC(=N1)C1CCN(CC1)C(=O)OC(C)(C)C)C1=C(C=CC=C1Cl)Cl)=O (tert-butyl 4-[5-(2-chlorophenyl)-1-(2,6-dichlorophenyl)-2-oxo-1,2-dihydro-1,6-naphthyridin-7-yl]piperidine-1-carboxylate), FC(C(=O)O)(F)F (trifluoroacetic acid). Solvent: C(Cl)Cl (CH2Cl2). Reaction conditions: time 1 hour. The product is ClC1=C(C=CC=C1)C1=C2C=CC(N(C2=CC(=N1)C1CCNCC1)C1=C(C=CC=C1Cl)Cl)=O (5-(2-Chlorophenyl)-1-(2,6-dichlorophenyl)-7-piperidin-4-yl-1,6-naphthyridin-2(1H)-one). As a reaction SMILES: [Cl:1][C:2]1[CH:7]=[CH:6][CH:5]=[CH:4][C:3]=1[C:8]1[N:17]=[C:16]([CH:18]2[CH2:23][CH2:22][N:21](C(OC(C)(C)C)=O)[CH2:20][CH2:19]2)[CH:15]=[C:14]2[C:9]=1[CH:10]=[CH:11][C:12](=[O:39])[N:13]2[C:31]1[C:36]([Cl:37])=[CH:35][CH:34]=[CH:33][C:32]=1[Cl:38].FC(F)(F)C(O)=O>C(Cl)Cl>[Cl:1][C:2]1[CH:7]=[CH:6][CH:5]=[CH:4][C:3]=1[C:8]1[N:17]=[C:16]([CH:18]2[CH2:19][CH2:20][NH:21][CH2:22][CH2:23]2)[CH:15]=[C:14]2[C:9]=1[CH:10]=[CH:11][C:12](=[O:39])[N:13]2[C:31]1[C:32]([Cl:38])=[CH:33][CH:34]=[CH:35][C:36]=1[Cl:37]. Reported procedure: To a solution of 50 mg of tert-butyl 4-[5-(2-chlorophenyl)-1-(2,6-dichlorophenyl)-2-oxo-1,2-dihydro-1,6-naphthyridin-7-yl]piperidine-1-carboxylate in 5 mL of CH2Cl2 was added 2 mL of trifluoroacetic acid. The mixture was stirred at rt for 1 h, then concentrated. The residue was dissolved in 10 mL of CH2Cl2, washed with 5 mL NaHCO3, dried (Na2SO4), and concentrated. The residue was purified by preparative thin-layer chromatography, eluting with 95:5 CH2Cl2-2M NH3 in MeOH, followed by preparative ... Starting materials: C(C1=CC=CC=C1)(=O)O[C@@H]1CCN2N=C([C@H]([C@@H]21)OC)C2=C(C(=C(C=C2)C#N)Cl)C ((3S,3aS,4R)-2-(3-chloro-4-cyano-2-methylphenyl)-3-methoxy-3a,4,5,6-tetrahydro-3H-pyrrolo[1,2-b]pyrazol-4-yl benzoate), O[Li].O (LiOH.H2O). Solvent: C1CCOC1 (THF), O (water). Conditions: time 8 hour. The product is ClC1=C(C#N)C=CC(=C1C)C=1[C@H]([C@H]2N(N1)CC[C@H]2O)OC (2-chloro-4-((3S,3aS,4R)-4-hydroxy-3-methoxy-3a,4,5,6-tetrahydro-3H-pyrrolo[1,2-b]pyrazol-2-yl)-3-methylbenzonitrile). Reaction SMILES: C([O:9][C@H:10]1[C@@H:17]2[N:13]([N:14]=[C:15]([C:20]3[CH:25]=[CH:24][C:23]([C:26]#[N:27])=[C:22]([Cl:28])[C:21]=3[CH3:29])[C@H:16]2[O:18][CH3:19])[CH2:12][CH2:11]1)(=O)C1C=CC=CC=1.O[Li].O>C1COCC1.O>[Cl:28][C:22]1[C:21]([CH3:29])=[C:20]([C:15]2[C@@H:16]([O:18][CH3:19])[C@@H:17]3[C@H:10]([OH:9])[CH2:11][CH2:12][N:13]3[N:14]=2)[CH:25]=[CH:24][C:23]=1[C:26]#[N:27] |f:1.2|. Procedure: To a solution of (3S,3aS,4R)-2-(3-chloro-4-cyano-2-methylphenyl)-3-methoxy-3a,4,5,6-tetrahydro-3H-pyrrolo[1,2-b]pyrazol-4-yl benzoate (80 mg, 0.0.195 mmol) in THF (2 mL) at 0° C. was added a solution of LiOH.H2O (25 mg, 0.586 mmol) in water and the reaction mixture was stirred at room temperature for overnight. Once the starting material had disappeared (monitored by TLC), reaction mixture was extracted with ethyl acetate. Organic layer was washed with saturated NaHCO3 solution, water, and brine... RXN SMILES: C=C.[C:3](=[O:6])([OH:5])[OH:4].[CH:7]([CH:9]=[CH2:10])=[CH2:8]>>[CH2:7]=[CH2:8].[C:3](=[O:4])([OH:6])[OH:5].[CH:7]([CH:9]=[CH2:10])=[CH2:8] |f:1.2,3.4.5|. The reactants are XXXV, C=C (ethylene), C(O)(O)=O.C(=C)C=C (vinyl ethylene carbonate). Reaction conditions: temperature 23 celsius, time 20 hour. The reagents and catalysts are (2,6-di-isopropylphenylimino)-[1.4]dithiane Pd(II). The product is C=C.C(O)(O)=O.C(=C)C=C (Ethylene vinyl ethylene carbonate). Procedure details: A 200 mL flame dried pear-shaped Schlenk flask equipped with a magnetic stir bar and capped with a septum was charged with (2,6-di-isopropylphenylimino)-[1.4]dithiane Pd(II) catalyst XXXV (100 mg) in an argon filled glove box. Upon removal from the glove box, the flask was evacuated and backfilled with ethylene. The catalyst was dissolved in CH2Cl2 (25 mL) and immediately treated with vinyl ethylene carbonate (5 mL). The resulting orange solution was stirred at 23° C. under an ethylene atmospher... Reactants: COC(Cl)Cl, CCOC(C)=O, ClC(Cl)Cl, CCCCCCCCCCCCCC(=O)OC(CCCCCCCCCCC)CC(=O)OC1C(NC(=O)OCC(Cl)(Cl)Cl)C(OCC[Si](C)(C)C)OC(COC(=O)OC(C)(C)C(Cl)(Cl)Cl)C1OP(=O)(Oc1ccccc1)Oc1ccccc1. RXN SMILES: [CH3:84][O:85][CH:86]([Cl:87])[Cl:88].[CH3:93][CH2:94][O:95][C:96]([CH3:97])=[O:98].[Cl:89][CH:90]([Cl:91])[Cl:92].[c:1]1([O:7][P:8](=[O:9])([O:10][c:11]2[cH:12][cH:13][cH:14][cH:15][cH:16]2)[O:17][CH:18]2[CH:19]([O:52][C:53]([CH2:54][CH:55]([CH2:56][CH2:57][CH2:58][CH2:59][CH2:60][CH2:61][CH2:62][CH2:63][CH2:64][CH2:65][CH3:66])[O:67][C:68]([CH2:69][CH2:70][CH2:71][CH2:72][CH2:73][CH2:74][CH2:75][CH2:76][CH2:77][CH2:78][CH2:79][CH2:80][CH3:81])=[O:82])=[O:83])[CH:20]([NH:43][C:44](=[O:45])[O:46][CH2:47][C:48]([Cl:49])([Cl:50])[Cl:51])[CH:21]([O:22][CH2:23][CH2:24][Si:25]([CH3:26])([CH3:27])[CH3:28])[O:29][CH:30]2[CH2:31][O:32][C:33](=[O:34])[O:35][C:36]([C:37]([Cl:38])([Cl:39])[Cl:40])([CH3:41])[CH3:42])[cH:2][cH:3][cH:4][cH:5][cH:6]1>>[c:1]1([O:7][P:8](=[O:9])([O:10][c:11]2[cH:12][cH:13][cH:14][cH:15][cH:16]2)[O:17][CH:18]2[CH:19]([O:52][C:53]([CH2:54][CH:55]([CH2:56][CH2:57][CH2:58][CH2:59][CH2:60][CH2:61][CH2:62][CH2:63][CH2:64][CH2:65][CH3:66])[O:67][C:68]([CH2:69][CH2:70][CH2:71][CH2:72][CH2:73][CH2:74][CH2:75][CH2:76][CH2:77][CH2:78][CH2:79][CH2:80][CH3:81])=[O:82])=[O:83])[CH:20]([NH:43][C:44](=[O:45])[O:46][CH2:47][C:48]([Cl:49])([Cl:50])[Cl:51])[CH:21]([Cl:87])[O:29][CH:30]2[CH2:31][O:32][C:33](=[O:34])[O:35][C:36]([C:37]([Cl:38])([Cl:39])[Cl:40])([CH3:41])[CH3:42])[cH:2][cH:3][cH:4][cH:5][cH:6]1. The product is CCCCCCCCCCCCCC(=O)OC(CCCCCCCCCCC)CC(=O)OC1C(NC(=O)OCC(Cl)(Cl)Cl)C(Cl)OC(COC(=O)OC(C)(C)C(Cl)(Cl)Cl)C1OP(=O)(Oc1ccccc1)Oc1ccccc1.